From a dataset of the Open Reaction Database (ORD), a public repository of structured organic reaction records. describe an organic reaction: reactants, conditions, products, and yield Starting materials: C(C)(C)(C)C1=C/C(/N(N1C)C[C@@H]1OCCC1)=N\C(C1=C(C=CC(=C1)C(F)(F)F)OC[C@H](C=C)O)=O (N-{(3E)-5-tert-butyl-1-methyl-2-[(2R)-tetrahydrofuran-2-ylmethyl]-1,2-dihydro-3H-pyrazol-3-ylidene}-2-{[(2S)-2-hydroxybut-3-enyl]oxy}-5-(trifluoromethyl)benzamide). Reagents/catalysts: [Pd] (Pd/C). The product is C(C)(C)(C)C1=C/C(/N(N1C)C[C@@H]1OCCC1)=N\C(C1=C(C=CC(=C1)C(F)(F)F)OC[C@H](CC)O)=O (N-{(3E)-5-tert-butyl-1-methyl-2-[(2R)-tetrahydrofuran-2-ylmethyl]-1,2-dihydro-3H-pyrazol-3-ylidene}-2-{[(2S)-2-hydroxybutyl]oxy}-5-(trifluoromethyl)benzamide). The yield is 67.0%. Reaction SMILES: [C:1]([C:5]1[N:9]([CH3:10])[N:8]([CH2:11][C@H:12]2[CH2:16][CH2:15][CH2:14][O:13]2)/[C:7](=[N:17]/[C:18](=[O:35])[C:19]2[CH:24]=[C:23]([C:25]([F:28])([F:27])[F:26])[CH:22]=[CH:21][C:20]=2[O:29][CH2:30][C@@H:31]([OH:34])[CH:32]=[CH2:33])/[CH:6]=1)([CH3:4])([CH3:3])[CH3:2]>[Pd]>[C:1]([C:5]1[N:9]([CH3:10])[N:8]([CH2:11][C@H:12]2[CH2:16][CH2:15][CH2:14][O:13]2)/[C:7](=[N:17]/[C:18](=[O:35])[C:19]2[CH:24]=[C:23]([C:25]([F:28])([F:27])[F:26])[CH:22]=[CH:21][C:20]=2[O:29][CH2:30][C@@H:31]([OH:34])[CH2:32][CH3:33])/[CH:6]=1)([CH3:3])([CH3:2])[CH3:4]. Procedure: A suspension of Example 107 (40 mg, 0.081 mmol) and 10% Pd/C (20 mg) was stirred under an atmosphere of hydrogen (balloon) at room temperature for 2 hours. The mixture was filtered through Celite, and the filtrate was concentrated. The residue was purified by column chromatography using an Analogix® Intelliflash280™ (SiO2, 50% hexanes/EtOAc to 100% EtOAc to 9:1:0.1 EtOAc:MeOH:Et3N) to afford 27 mg (67%) of the title compound. 1H NMR (500 MHz, chloroform-d) δ ppm 1.00 (t, J=7.32 Hz, 3H) 1.42 (s, ...